describe an organic reaction: reactants, conditions, products, and yield From a dataset of the Open Reaction Database (ORD), a public repository of structured organic reaction records. The product is C(C)OC(C=CC1=NC(=CC=C1NC(=O)OCC1=CC=CC=C1)OC)=O (3-[3-benzyloxycarbonylamino-6-methoxy-pyridin-2-yl]-acrylic acid ethyl ester). Starting materials: solution, CC(C)([O-])C.[K+] (potassium-t-butoxide), C1CCOC1 (THF), C(C)OC(C(S(=O)(=O)C1=CC=C(C=C1)C)C1=NC(=CC=C1NC(=O)OCC1=CC=CC=C1)OC)=O ((3-benzyloxycarbonylamino-6-methoxy-pyridin-2-yl)-(toluene-4-sulfonyl)-acetic acid ethyl ester), C1CCOC1 (THF). Conditions: time 2 hour. Reported procedure: To a cooled (5° C.) solution of 15.7 g (0.031 mol) of (3-benzyloxycarbonylamino-6-methoxy-pyridin-2-yl)-(toluene-4-sulfonyl)-acetic acid ethyl ester dissolved in 160 mL of THF is added, dropwise, 31 mL of a 1N solution of potassium-t-butoxide dissolved in THF. The reaction mixture is warmed to room temperature and stirred for 2 hours. The reaction is quenched with 5 mL of water and evaporated. The residue is dissolved in 200 mL of ethyl acetate and 200 mL of water. The ethyl acetate layers are d... RXN SMILES: C(O[C:4](=O)[CH:5]([C:16]1[C:21]([NH:22][C:23]([O:25][CH2:26][C:27]2[CH:32]=[CH:31][CH:30]=[CH:29][CH:28]=2)=[O:24])=[CH:20][CH:19]=[C:18]([O:33][CH3:34])[N:17]=1)S(C1C=CC(C)=CC=1)(=O)=O)C.[CH3:36][C:37](C)([O-:39])C.[K+].C1C[O:45][CH2:44]C1>>[CH2:37]([O:39][C:44](=[O:45])[CH:4]=[CH:5][C:16]1[C:21]([NH:22][C:23]([O:25][CH2:26][C:27]2[CH:28]=[CH:29][CH:30]=[CH:31][CH:32]=2)=[O:24])=[CH:20][CH:19]=[C:18]([O:33][CH3:34])[N:17]=1)[CH3:36] |f:1.2|. Reactants: C(CC)N(CCC)CC(=O)N1C2=C(C=3N(C4=C1C=CC=C4)C(NN3)=O)C=CC=N2 (2,9-dihydro-9-[(dipropylamino)acetyl]-3H-pyrido[3,2-c]-s-triazolo[4,3-a]-[1,5]benzodiazepin-3-one), [H-].[Na+] (sodium hydride), ClCCN(C)C ((2-chloroethyl)dimethylamine). Solvent: CN(C=O)C (dimethylformamide), C=1(C(=CC=CC1)C)C (xylene). Reaction conditions: time 22 hour. Yields the product CN(C)CCN1N=C2N(C3=C(N(C4=C2C=CC=N4)C(CN(CCC)CCC)=O)C=CC=C3)C1=O (2,9-dihydro-2-[(dimethylamino)ethyl]-9-[(dipropylamino)acetyl]-3H-pyrido[3,2-c]-s-triazolo[4,3-a][1,5]-benzodiazepin-3-one). Reaction SMILES: [CH2:1]([N:4]([CH2:8][C:9]([N:11]1[C:17]2[CH:18]=[CH:19][CH:20]=[CH:21][C:16]=2[N:15]2[C:22](=[O:25])[NH:23][N:24]=[C:14]2[C:13]2[CH:26]=[CH:27][CH:28]=[N:29][C:12]1=2)=[O:10])[CH2:5][CH2:6][CH3:7])[CH2:2][CH3:3].[H-].[Na+].Cl[CH2:33][CH2:34][N:35]([CH3:37])[CH3:36]>CN(C)C=O.C1(C)C(C)=CC=CC=1>[CH3:36][N:35]([CH2:34][CH2:33][N:23]1[C:22](=[O:25])[N:15]2[C:16]3[CH:21]=[CH:20][CH:19]=[CH:18][C:17]=3[N:11]([C:9](=[O:10])[CH2:8][N:4]([CH2:5][CH2:6][CH3:7])[CH2:1][CH2:2][CH3:3])[C:12]3[N:29]=[CH:28][CH:27]=[CH:26][C:13]=3[C:14]2=[N:24]1)[CH3:37] |f:1.2|. Reported procedure: In the manner given in Example 21, to 2,9-dihydro-9-[(dipropylamino)acetyl]-3H-pyrido[3,2-c]-s-triazolo[4,3-a]-[1,5]benzodiazepin-3-one in dimethylformamide is added a solution of sodium hydride in mineral oil. The mixture is allowed to react at about 95° C. for 40 minutes and after cooling with (2-chloroethyl)dimethylamine in xylene is added. The mixture is kept at 95°-100° C. for a period of 22 hours, evaporated and worked up as in example 25 to give 2,9-dihydro-2-[(dimethylamino)ethyl]-9-[(di... Yield: 97.8%. As a reaction SMILES: [Br:1][C:2]1[CH:8]=[CH:7][C:5]([NH2:6])=[C:4]([F:9])[CH:3]=1.[C:10]1([CH2:16][C:17]([N:19]2[CH2:26][CH2:25][CH2:24][C@H:20]2[C:21](O)=[O:22])=[O:18])[CH:15]=[CH:14][CH:13]=[CH:12][CH:11]=1.CCOC1N(C(OCC)=O)C2C(=CC=CC=2)C=C1>>[Br:1][C:2]1[CH:8]=[CH:7][C:5]([NH:6][C:21](=[O:22])[C@@H:20]2[CH2:24][CH2:25][CH2:26][N:19]2[C:17](=[O:18])[CH2:16][C:10]2[CH:15]=[CH:14][CH:13]=[CH:12][CH:11]=2)=[C:4]([F:9])[CH:3]=1. Reported procedure: 4-Bromo-2-fluoroaniline (1.0 g, 5.3 mmol) was treated with N-phenylacetylproline (1.3 g, 5.52 mmol) and EEDQ as described in Example 1 to provide 2.1 g of N-(4-bromo-2-fluorophenyl)-1-(phenylacetyl)-L-prolinamide. A portion of this intermediate (0.51 g, 1.26 mmol) was suspended in 5 mL toluene and treated with 0.38 mL of trans-1,2-bis(tri-n-butylstannyl)ethylene (0.69 mmol, 0.55 equiv) followed by 0.029 g of Pd(PPh3)4. The reaction was sealed under nitrogen and heated to 100° C. for 2 hours. The... The product is BrC1=CC(=C(C=C1)NC([C@H]1N(CCC1)C(CC1=CC=CC=C1)=O)=O)F (N-(4-bromo-2-fluorophenyl)-1-(phenylacetyl)-L-prolinamide). Reactants: BrC1=CC(=C(N)C=C1)F (4-Bromo-2-fluoroaniline), C1(=CC=CC=C1)CC(=O)N1[C@H](C(=O)O)CCC1 (N-phenylacetylproline), CCOC1C=CC2=CC=CC=C2N1C(=O)OCC (EEDQ). Starting materials: S1C(=CC=C1)CC(=O)NC1[C@@H]2N(C(=C(CS2)OS(=O)(=O)C)C(=O)O)C1=O (7-(thien-2-ylacetamido)-3-methanesulfonyloxyl-3-cephem-4-carboxylic acid), methyl ester. Run in C(C)O (ethanol). Product: S1C(=CC=C1)CC(=O)NC1[C@@H]2N(C(=CCS2)C(=O)O)C1=O (7-(thien-2-ylacetamido)-3-cephem-4-carboxylic acid). RXN SMILES: [S:1]1[CH:5]=[CH:4][CH:3]=[C:2]1[CH2:6][C:7]([NH:9][CH:10]1[C:25](=[O:26])[N:12]2[C:13]([C:22]([OH:24])=[O:23])=[C:14](OS(C)(=O)=O)[CH2:15][S:16][C@H:11]12)=[O:8]>C(O)C>[S:1]1[CH:5]=[CH:4][CH:3]=[C:2]1[CH2:6][C:7]([NH:9][CH:10]1[C:25](=[O:26])[N:12]2[C:13]([C:22]([OH:24])=[O:23])=[CH:14][CH2:15][S:16][C@H:11]12)=[O:8]. Procedure: A 200 mg. portion of 7-(thien-2-ylacetamido)-3-methanesulfonyloxyl-3-cephem-4-carboxylic acid was dissolved in a working fluid containing 2.5 mg./ml. of the starting compound, 35% by volume of ethanol, and 64% by volume of 1.0 molar pH 7.0 McIlvaine buffer. The measured pH of the working fluid was 7.5. The electrolysis was carried out as described in Example 1 in the same type of cell described in Example 1, and the product was worked up as described in Example 2 to obtain about 130 mg. of crude... Starting materials: O (Water), C(C)N1S(C2=C(C(=C1C1=NN=C(O1)C1=CC=CC=C1)O)C=CC=C2)(=O)=O (2-ethyl-4-hydroxy-3-(2-phenyl-1,3,4-oxadiazol-5-yl)-1,2-benzothiazine 1,1-dioxide), C1(CCCC1)C(=O)O (cyclopentanecarboxylic acid), C1(CCCCC1)N=C=NC1CCCCC1 (N,N'-dicyclohexylcarbodiimide). Solvent: N1=CC=CC=C1 (pyridine). Reaction conditions: time 16 hour. Product: C1(CCCC1)C(=O)OC1=C(N(S(C2=C1C=CC=C2)(=O)=O)CC)C2=NN=C(O2)C2=CC=CC=C2 (4-Cyclopentancarbonyloxy-2-ethyl-3-(2-phenyl-1,3,4-oxadiazol-5-yl)-1,2-benzothiazine 1,1-dioxide). Yield: 83.3%. RXN SMILES: [CH2:1]([N:3]1[C:8]([C:9]2[O:13][C:12]([C:14]3[CH:19]=[CH:18][CH:17]=[CH:16][CH:15]=3)=[N:11][N:10]=2)=[C:7]([OH:20])[C:6]2[CH:21]=[CH:22][CH:23]=[CH:24][C:5]=2[S:4]1(=[O:26])=[O:25])[CH3:2].[CH:27]1([C:32](O)=[O:33])[CH2:31][CH2:30][CH2:29][CH2:28]1.C1(N=C=NC2CCCCC2)CCCCC1.O>N1C=CC=CC=1>[CH:27]1([C:32]([O:20][C:7]2[C:6]3[CH:21]=[CH:22][CH:23]=[CH:24][C:5]=3[S:4](=[O:26])(=[O:25])[N:3]([CH2:1][CH3:2])[C:8]=2[C:9]2[O:13][C:12]([C:14]3[CH:19]=[CH:18][CH:17]=[CH:16][CH:15]=3)=[N:11][N:10]=2)=[O:33])[CH2:31][CH2:30][CH2:29][CH2:28]1. Procedure details: A mixture of 2-ethyl-4-hydroxy-3-(2-phenyl-1,3,4-oxadiazol-5-yl)-1,2-benzothiazine 1,1-dioxide (0.739 g), cyclopentanecarboxylic acid (0.34 g) and N,N'-dicyclohexylcarbodiimide (1.55 g) in pyridine (2.5 ml) was stirred at room temperature for 16 hours. Water (7 ml) was added to the reaction mixture and the solid thus formed was filtered and washed with water. The solid was then dissolved in chloroform and filtered. The filtrate was concentrated. The residue was recrystallized from toluene to giv... Starting materials: BrCCCCCBr, CC(C)(C)OC(=O)NCc1ccc(CN)cc1, O=C([O-])[O-], CC#N, [K+], [K+]. Product: CC(C)(C)OC(=O)NCc1ccc(CN2CCCCC2)cc1. Reaction SMILES: [Br:18][CH2:19][CH2:20][CH2:21][CH2:22][CH2:23][Br:24].[C:1]([CH3:2])([CH3:3])([CH3:4])[O:5][C:6]([NH:7][CH2:8][c:9]1[cH:10][cH:11][c:12]([CH2:15][NH2:16])[cH:13][cH:14]1)=[O:17].[C:25](=[O:26])([O-:27])[O-:28].[CH3:31][C:32]#[N:33].[K+:29].[K+:30]>>[C:1]([CH3:2])([CH3:3])([CH3:4])[O:5][C:6]([NH:7][CH2:8][c:9]1[cH:10][cH:11][c:12]([CH2:15][N:16]2[CH2:19][CH2:20][CH2:21][CH2:22][CH2:23]2)[cH:13][cH:14]1)=[O:17].